From a dataset of the Open Reaction Database (ORD), a public repository of structured organic reaction records. describe an organic reaction: reactants, conditions, products, and yield The reactants are C(C=C)#N (acrylonitrile), C1(CCCCC1)=O (cyclohexanone), N1CCCC1 (pyrrolidine), resultant solution, BrCC(=O)OCC (ethyl bromoacetate). Solvent: C1=CC=CC=C1 (benzene). Product: C(#N)CCC1C(C(CCC1)CC(=O)OCC)=O (2-(2-Cyanoethyl)-6-ethoxycarbonylmethylcyclohexanone). Yield: 57.9%. RXN SMILES: [C:1]1(=[O:7])[CH2:6][CH2:5][CH2:4][CH2:3][CH2:2]1.[NH:8]1C[CH2:11][CH2:10][CH2:9]1.C(#N)C=C.Br[CH2:18][C:19]([O:21][CH2:22][CH3:23])=[O:20]>C1C=CC=CC=1>[C:9]([CH2:10][CH2:11][CH:2]1[CH2:3][CH2:4][CH2:5][CH:6]([CH2:18][C:19]([O:21][CH2:22][CH3:23])=[O:20])[C:1]1=[O:7])#[N:8]. Reported procedure: An oven dried 250 ml 1-necked round bottomed flask was charged with cyclohexanone (26.37 g, 0.27 mol) and dry benzene (50 ml). To this solution was added pyrrolidine (29 ml, 0.35 mol) over 10 min through a dropping funnel. The resultant solution was refluxed for 3 hours with azeotroping off water and then concentrated by distilling off benzene. The remaining crude enamine was dissolved in p-dioxane (100 ml) and treated with acrylonitrile (20 ml, 0.3 mol) and refluxed for 6 hours, and then slowly... The reactants are BrCCBr, [Na+], [OH-], O, Oc1ccc(Cl)cc1Cl. Yields the product Clc1ccc(OCCBr)c(Cl)c1. Reaction SMILES: [Br:10][CH2:11][CH2:12][Br:13].[Na+:15].[OH-:14].[OH2:16].[OH:1][c:2]1[cH:3][cH:4][c:5]([Cl:6])[cH:7][c:8]1[Cl:9]>>[O:1]([c:2]1[cH:3][cH:4][c:5]([Cl:6])[cH:7][c:8]1[Cl:9])[CH2:12][CH2:11][Br:10]. Starting materials: BrC1=C(C=CC=C1)CC1C(CCCCC1)=NC(OCC)=O (Ethyl [2-[(2-bromophenyl)methyl]cycloheptylidene]-carbamate), C(C)(C)(C)[Li] (t-butyllithium). Run in O1CCCC1 (tetrahydrofuran). The product is C1=CC=CC2=C1CC1CCCCCC21NC(OCC)=O (Ethyl [6,7,8,9,9a,10-hexahydrobenz[a]azulen-4b(5H)-yl]carbamate). RXN SMILES: Br[C:2]1[CH:7]=[CH:6][CH:5]=[CH:4][C:3]=1[CH2:8][CH:9]1[CH2:15][CH2:14][CH2:13][CH2:12][CH2:11][C:10]1=[N:16][C:17](=[O:21])[O:18][CH2:19][CH3:20].C([Li])(C)(C)C>O1CCCC1>[CH:4]1[C:3]2[CH2:8][CH:9]3[C:10]([NH:16][C:17](=[O:21])[O:18][CH2:19][CH3:20])([C:2]=2[CH:7]=[CH:6][CH:5]=1)[CH2:11][CH2:12][CH2:13][CH2:14][CH2:15]3. Procedure: To a solution of the N-ethoxycarbonylimine (3.38 g, 0.1 mole) from Example 167 nin dry tetrahydrofuran (100 ml) cooled to -78° C. is treated with t-butyllithium in a similar manner to that described in Example 83 to afford after workup the title compound. Starting materials: C(C1=CC=CC=C1)N1CCC(CC1)(C1=CC=CC2=CC=CC=C12)O (1-benzyl-4-hydroxy-4-(naphth-1-yl)piperidine), C1(=CC=C(C=C1)S(=O)(=O)O)C (p-toluenesulfonic acid). The solvent is C1(=CC=CC=C1)C (toluene). The product is C(C1=CC=CC=C1)N1CCC(=CC1)C1=CC=CC2=CC=CC=C12 (1-benzyl-4-(naphth-1-yl)-1,2,3,6-tetrahydropyridine). Yield: 93.7%. RXN SMILES: [CH2:1]([N:8]1[CH2:13][CH2:12][C:11](O)([C:14]2[C:23]3[C:18](=[CH:19][CH:20]=[CH:21][CH:22]=3)[CH:17]=[CH:16][CH:15]=2)[CH2:10][CH2:9]1)[C:2]1[CH:7]=[CH:6][CH:5]=[CH:4][CH:3]=1.C1(C)C=CC(S(O)(=O)=O)=CC=1>C1(C)C=CC=CC=1>[CH2:1]([N:8]1[CH2:9][CH:10]=[C:11]([C:14]2[C:23]3[C:18](=[CH:19][CH:20]=[CH:21][CH:22]=3)[CH:17]=[CH:16][CH:15]=2)[CH2:12][CH2:13]1)[C:2]1[CH:3]=[CH:4][CH:5]=[CH:6][CH:7]=1. Procedure details: A mixture of 2.8 gm (8.8 mMol) 1-benzyl-4-hydroxy-4-(naphth-1-yl)piperidine and 3.36 gm (17.6 mMol) p-toluenesulfonic acid in 50 mL toluene was heated at reflux for about 18 hours. The reaction mixture was then cooled to room temperature and partitioned between ethyl acetate and 2 N sodium hydroxide. The phases were separated and the organic phase was washed with saturated aqueous sodium chloride, dried over sodium sulfate and concentrated under reduced pressure to provide 2.47 gm (94%) of the d... The reactants are C(#N)C1=NC=CC=C1F (2-cyano-3-fluoropyridine), C[S-].[Na+] (sodium thiomethoxide). Solvent: CN(C)C=O (DMF), O (water). Conditions: time 5 minute. Product: C(#N)C1=NC=CC=C1SC (2-Cyano-3-methylthiopyridine). As a reaction SMILES: [C:1]([C:3]1[C:8](F)=[CH:7][CH:6]=[CH:5][N:4]=1)#[N:2].[CH3:10][S-:11].[Na+]>CN(C=O)C.O>[C:1]([C:3]1[C:8]([S:11][CH3:10])=[CH:7][CH:6]=[CH:5][N:4]=1)#[N:2] |f:1.2|. Procedure: A stirred solution of 1.00 g (8.19 mmol) of 2-cyano-3-fluoropyridine and 0.631g (9.01 mmol) of sodium thiomethoxide in 8 mL of DMF was stirred at room temperature for 1 h. The reaction mixture was diluted with water (80 mL) and stirred for 5 min. The resulting solid was filtered and dried on a high vacuum line to give 3-1 as an off-white solid: 1H NMR (CDCl3) δ 8.46 (d, 1H, 4.6 Hz), 7.66 (d, 1H, 8.3 Hz), 7.44 (dd, 1H, 4.6, 8.3 Hz), 2.58 (s, 3H). Starting materials: C(#N)[BH3-].[Na+] (sodium cyanoborohydride), Cl (hydrochloric acid), C=CCN1CC[C@]23C4=C5C=CC(=C4O[C@H]2C(=O)CC[C@]3([C@H]1C5)O)O.Cl (Naloxone hydrochloride), Cl.CN (methylamine hydrochloride). The solvent is CO (methanol). Reaction conditions: time 17 hour. Yields the product C(C=C)N1[C@H]2[C@@]3(CC[C@@H]([C@H]4[C@@]3(C=3C(=C(C=CC3C2)O)O4)CC1)NC)O (17-Allyl-3,14β-dihydroxy-4,5α-epoxy-6α-methylamino-morphinan), C(C=C)N1[C@H]2[C@@]3(CCC([C@@H]4[C@@]3(C=3C(=C(C=CC3C2)O)O4)CC1)NC)O (17-Allyl-3,14β-dihydroxy-4,5β-epoxy-6-methylamino-morphinan). Isolated yield 24.0%. RXN SMILES: [CH2:1]=[CH:2][CH2:3][N:4]1[C@@H:21]2[CH2:22][C:9]3[CH:10]=[CH:11][C:12]([OH:24])=[C:13]4[O:14][C@H:15]5[C:16]([CH2:18][CH2:19][C@:20]2([OH:23])[C@:7]5([C:8]=34)[CH2:6][CH2:5]1)=O.Cl.Cl.CN.[C:29]([BH3-])#[N:30].[Na+].Cl>CO>[CH2:3]([N:4]1[CH2:5][CH2:6][C@:7]23[C:8]4[C:13]5[O:14][C@H:15]2[C@@H:16]([NH:30][CH3:29])[CH2:18][CH2:19][C@@:20]3([OH:23])[C@H:21]1[CH2:22][C:9]=4[CH:10]=[CH:11][C:12]=5[OH:24])[CH:2]=[CH2:1].[CH2:3]([N:4]1[CH2:5][CH2:6][C@:7]23[C:8]4[C:13]5[O:14][C@@H:15]2[CH:16]([NH:30][CH3:29])[CH2:18][CH2:19][C@@:20]3([OH:23])[C@H:21]1[CH2:22][C:9]=4[CH:10]=[CH:11][C:12]=5[OH:24])[CH:2]=[CH2:1] |f:0.1,2.3,4.5|. Reported procedure: Naloxone hydrochloride (3.0 g), methylamine hydrochloride (5.57 g) and sodium cyanoborohydride (0.33 g) were suspended in anhydrous methanol (40 ml) and stirred for 17 hours at room temperature. After addition of concentrated hydrochloric acid (1.0 ml) and removal of solvent by distillation, distilled water (50 ml) was added followed by washing with chloroform (20 ml). Saturated aqueous sodium bicarbonate (10 ml) was added to make the solution basic followed by extraction with chloroform (30 ml×... The reactants are O=Cc1ccc(OCc2ccccc2)c(Cl)c1, CCOC(C)=O, O=S(=O)([O-])C(F)(F)F, FC(F)(F)C[P+](c1ccccc1)(c1ccccc1)c1ccccc1, CN(C)C=O. The product is FC(F)(F)C=Cc1ccc(OCc2ccccc2)c(Cl)c1. RXN SMILES: [CH2:1]([c:2]1[cH:3][cH:4][cH:5][cH:6][cH:7]1)[O:8][c:9]1[c:10]([Cl:17])[cH:11][c:12]([CH:13]=[O:14])[cH:15][cH:16]1.[CH3:55][CH2:56][O:57][C:58](=[O:59])[CH3:60].[F:18][C:19]([F:20])([F:21])[S:22]([O-:23])(=[O:24])=[O:25].[F:26][C:27]([CH2:28][P+:29]([c:30]1[cH:31][cH:32][cH:33][cH:34][cH:35]1)([c:36]1[cH:37][cH:38][cH:39][cH:40][cH:41]1)[c:42]1[cH:43][cH:44][cH:45][cH:46][cH:47]1)([F:48])[F:49].[O:50]=[CH:51][N:52]([CH3:53])[CH3:54]>>[CH2:1]([c:2]1[cH:3][cH:4][cH:5][cH:6][cH:7]1)[O:8][c:9]1[c:10]([Cl:17])[cH:11][c:12]([CH:13]=[CH:28][C:27]([F:26])([F:48])[F:49])[cH:15][cH:16]1. Reactants: CCCCCC, CC(C)=O, O=Cc1ccc(C(=O)O)o1. Product: COC(=O)c1ccc(C=O)o1. Reaction SMILES: [CH3:11][CH2:12][CH2:13][CH2:14][CH2:15][CH3:16].[CH3:17][C:18](=[O:19])[CH3:20].[CH:1](=[O:2])[c:3]1[cH:4][cH:5][c:6]([C:8](=[O:9])[OH:10])[o:7]1>>[CH:1](=[O:2])[c:3]1[cH:4][cH:5][c:6]([C:8]([O:9][CH3:11])=[O:10])[o:7]1. Reactants: OCCCc1cncn1Cc1ccc(Br)cc1, O=S(Cl)Cl. Product: ClCCCc1cncn1Cc1ccc(Br)cc1. Reaction SMILES: [Br:1][c:2]1[cH:3][cH:4][c:5]([CH2:6][n:7]2[cH:8][n:9][cH:10][c:11]2[CH2:12][CH2:13][CH2:14][OH:15])[cH:16][cH:17]1.[S:18]([Cl:19])([Cl:20])=[O:21]>>[Br:1][c:2]1[cH:3][cH:4][c:5]([CH2:6][n:7]2[cH:8][n:9][cH:10][c:11]2[CH2:12][CH2:13][CH2:14][Cl:20])[cH:16][cH:17]1.